describe an organic reaction: reactants, conditions, products, and yield From a dataset of the Open Reaction Database (ORD), a public repository of structured organic reaction records. The reactants are O[C@@H]1[C@@]23CCO[C@@H]4N(C([C@H]([C@@](C1)(O3)C)[C@H]24)=O)C2=CC(=C(C#N)C=C2)C(F)(F)F (4-((1R,2S,4R,5S,8S,12R)-2-hydroxy-4-methyl-6-oxo-9,13-dioxa-7-azatetracyclo[6.3.1.11,4.05,12]tridec-7-yl)-2-(trifluoromethyl)benzonitrile), Cl.NN1CCOCC1 (N-aminomorpholine hydrochloride). Solvent: N1=CC=CC=C1 (pyridine), CCOC(=O)C (EtOAc). Reaction conditions: temperature 50 celsius, time 1 hour. Yields the product C[C@@]12C\C(\[C@]3(CCO[C@@H]4N(C([C@H]1[C@H]34)=O)C3=CC(=C(C#N)C=C3)C(F)(F)F)O2)=N/N2CCOCC2 (4-((1R,2E,4R,5S,8S,12R)-4-Methyl-2-(4-morpholinylimino)-6-oxo-9,13-dioxa-7-azatetracyclo[6.3.1.11,4.05,12]tridec-7-yl)-2-(trifluoromethyl)benzonitrile). The yield is 61.6%. As a reaction SMILES: O[C@H:2]1[CH2:12][C@@:11]2([CH3:14])[O:13][C@@:3]31[C@@H:15]1[C@@H:7]([N:8]([C:17]4[CH:24]=[CH:23][C:20]([C:21]#[N:22])=[C:19]([C:25]([F:28])([F:27])[F:26])[CH:18]=4)[C:9](=[O:16])[C@H:10]21)[O:6][CH2:5][CH2:4]3.Cl.[NH2:30][N:31]1[CH2:36][CH2:35][O:34][CH2:33][CH2:32]1>N1C=CC=CC=1.CCOC(C)=O>[CH3:14][C@:11]12[O:13][C@:3]3([C@@H:15]4[C@@H:7]([N:8]([C:17]5[CH:24]=[CH:23][C:20]([C:21]#[N:22])=[C:19]([C:25]([F:26])([F:28])[F:27])[CH:18]=5)[C:9](=[O:16])[C@H:10]14)[O:6][CH2:5][CH2:4]3)/[C:2](=[N:30]/[N:31]1[CH2:36][CH2:35][O:34][CH2:33][CH2:32]1)/[CH2:12]2 |f:1.2|. Reported procedure: To a stirring solution of Example 3 (85 mg, 0.216 mmol) in pyridine (2 mL) was added. N-aminomorpholine hydrochloride (0.287 mmol, 1.5 eq). The mixture was stirred at 50° C. for 1 h. The reaction was judged completed by LCMS. The reaction mixture was cooled to room temperature. It was then diluted with EtOAc (6 ml) and extracted with 1N HCl (2×10 ml). The ethyl acetate layer was then washed with brine, dried over anhydrous sodium sulfate, filtered and concentrated under reduced pressure. The cru... Reactants: ClC=1C(=NC=NC1Cl)N (5,6-dichloropyrimidin-4-amine), O(C1=CC=CC=C1)C1=CC=C(C=C1)B(O)O (4-phenoxyphenylboronic acid), NC[C@H]1[C@@H](CN(CC1)C(=O)OC(C)(C)C)O ((3S,4S)-tert-butyl 4-(aminomethyl)-3-hydroxypiperidine-1-carboxylate), O1CCN(CC1)CCC(=O)O (3-morpholinopropanoic acid). Yields the product NC1=C(C(=NC=N1)NC[C@H]1[C@@H](CN(CC1)C(CCN1CCOCC1)=O)O)C1=CC=C(C=C1)OC1=CC=CC=C1 (1-((3S,4S)-4-(((6-amino-5-(4-phenoxyphenyl)pyrimidin-4-yl)amino)methyl)-3-hydroxypiperidin-1-yl)-3-morpholinopropan-1-one). Yield: 30.5%. Reaction SMILES: Cl[C:2]1[C:3]([NH2:9])=[N:4][CH:5]=[N:6][C:7]=1Cl.[O:10]([C:17]1[CH:22]=[CH:21][C:20](B(O)O)=[CH:19][CH:18]=1)[C:11]1[CH:16]=[CH:15][CH:14]=[CH:13][CH:12]=1.[NH2:26][CH2:27][C@@H:28]1[CH2:33][CH2:32][N:31]([C:34]([O:36]C(C)(C)C)=O)[CH2:30][C@H:29]1[OH:41].[O:42]1[CH2:47][CH2:46][N:45]([CH2:48][CH2:49]C(O)=O)[CH2:44][CH2:43]1>>[NH2:9][C:3]1[N:4]=[CH:5][N:6]=[C:7]([NH:26][CH2:27][C@@H:28]2[CH2:33][CH2:32][N:31]([C:34](=[O:36])[CH2:49][CH2:48][N:45]3[CH2:46][CH2:47][O:42][CH2:43][CH2:44]3)[CH2:30][C@H:29]2[OH:41])[C:2]=1[C:20]1[CH:21]=[CH:22][C:17]([O:10][C:11]2[CH:16]=[CH:15][CH:14]=[CH:13][CH:12]=2)=[CH:18][CH:19]=1. Procedure details: 1-((3S,4S)-4-(((6-amino-5-(4-phenoxyphenyl)pyrimidin-4-yl)amino)methyl)-3-hydroxypiperidin-1-yl)-3-morpholinopropan-1-one was prepared 5,6-dichloropyrimidin-4-amine, 4-phenoxyphenylboronic acid, (3S,4S)-tert-butyl 4-(aminomethyl)-3-hydroxypiperidine-1-carboxylate and 3-morpholinopropanoic acid with method S1, S2, S3, S4A. Yield 30.5%. 1H NMR (CD3OD) δ 8.26 (s, 1H), 7.14-7.40 (m, 9H), 4.48 (dd, 1H), 3.88 (t, 1H), 3.66 (m, 5H), 3.28 (m, 1H), 3.00 (m, 1H), 2.33-2.61 (m, 9H), 1.49 (s, 2H), 1.20 (m, ...